This data is from the Open Reaction Database (ORD), a public repository of structured organic reaction records. The task is: describe an organic reaction: reactants, conditions, products, and yield Reactants: COC1=CC=C(C=C1)N1OC(N(C1=O)CO)=O (2-(4-Methoxyphenyl)-4-hydroxymethyl-1,2,4-oxadiazolidin-3,5-dione), S(=O)(Cl)Cl (thionyl chloride). The solvent is C(Cl)(Cl)Cl (chloroform), C1(=CC=CC=C1)C (toluene), C(Cl)(Cl)Cl (chloroform), C1(=CC=CC=C1)C (toluene). The product is COC1=CC=C(C=C1)N1OC(N(C1=O)CCl)=O (2-(4-methoxyphenyl)-4-chloromethyl-1,2,4-oxadiazolidin-3,5-dione). Reaction SMILES: [CH3:1][O:2][C:3]1[CH:8]=[CH:7][C:6]([N:9]2[C:13](=[O:14])[N:12]([CH2:15]O)[C:11](=[O:17])[O:10]2)=[CH:5][CH:4]=1.S(Cl)([Cl:20])=O>C(Cl)(Cl)Cl.C1(C)C=CC=CC=1>[CH3:1][O:2][C:3]1[CH:8]=[CH:7][C:6]([N:9]2[C:13](=[O:14])[N:12]([CH2:15][Cl:20])[C:11](=[O:17])[O:10]2)=[CH:5][CH:4]=1. Reported procedure: 2-(4-Methoxyphenyl)-4-hydroxymethyl-1,2,4-oxadiazolidin-3,5-dione (0.03 mole) dissolved in chloroform (40 ml) and thionyl chloride (0.06 mole) dissolved in chloroform (10 ml) are charged into a glass reaction vessel equipped with a mechanical stirrer, thermometer and reflux condenser. The reaction mixture is heated at reflux for a period of about 2 hours. After this time the reaction mixture is stripped of solvent under reduced pressure, leaving a residue. This residue is dissolved in toluene, a... Reactants: CC(=O)[O-], ClC(Cl)Cl, O=S([O-])c1ccc(Cl)cc1, OCc1cccnc1Cl, [K+], [Na+], O=S(Cl)Cl. Product: O=S(=O)(Cc1cccnc1Cl)c1ccc(Cl)cc1. Reaction SMILES: [CH3:26][C:27](=[O:28])[O-:29].[CH:30]([Cl:31])([Cl:32])[Cl:33].[Cl:14][c:15]1[cH:16][cH:17][c:18]([S:21](=[O:22])[O-:23])[cH:19][cH:20]1.[Cl:1][c:2]1[n:3][cH:4][cH:5][cH:6][c:7]1[CH2:8][OH:9].[K+:25].[Na+:24].[S:10]([Cl:11])([Cl:12])=[O:13]>>[Cl:1][c:2]1[n:3][cH:4][cH:5][cH:6][c:7]1[CH2:8][S:21]([c:18]1[cH:17][cH:16][c:15]([Cl:14])[cH:20][cH:19]1)(=[O:22])=[O:23]. Reactants: [H-].[Na+] (sodium hydride), O1C(CCC2=CC=CC=C12)CO (2-chromanemethanol), O (water). The reagents and catalysts are [I-].C(CCC)[N+](CCCC)(CCCC)CCCC (tetrabutylammonium iodide). Run in CN(C=O)C (N,N-dimethylformamide), CN(C=O)C (N,N-dimethylformamide). Reaction conditions: time 1 hour. Product: C(C1=CC=CC=C1)OCC1OC2=CC=CC=C2CC1 (2-(Benzyloxymethyl)chromane). Isolated yield 83.0%. RXN SMILES: [H-].[Na+].[O:3]1[C:12]2[C:7](=[CH:8][CH:9]=[CH:10][CH:11]=2)[CH2:6][CH2:5][CH:4]1[CH2:13][OH:14].O>CN(C)C=O.[I-].C([N+](CCCC)(CCCC)CCCC)CCC>[CH2:6]([O:14][CH2:13][CH:4]1[CH2:5][CH2:6][C:7]2[C:12](=[CH:11][CH:10]=[CH:9][CH:8]=2)[O:3]1)[C:7]1[CH:12]=[CH:11][CH:10]=[CH:9][CH:8]=1 |f:0.1,5.6|. Procedure details: A suspension of 60% sodium hydride dispersion in mineral oil (0.711 g, 17.8 mmol, previously washed with dry petroleum ether) in dry N,N-dimethylformamide (30 ml) was added; under inert atmosphere, with 2-chromanemethanol (1.218 g, 7.43 mmol) dissolved in N,N-dimethylformamide (15 ml) and the mixture was left under stirring at room temperature for 1 h. After that a solution of benzyl hbromide (2.12 ml, 17.8 mmol) in N,N-dimethylformamide (20 ml) and some crystals of tetrabutylammonium iodide wer... Reactants: CCO, Cl, N#CCc1ccc(F)cc1. The product is Cl, CCOC(=N)Cc1ccc(F)cc1. As a reaction SMILES: [CH3:12][CH2:13][OH:14].[ClH:11].[F:1][c:2]1[cH:3][cH:4][c:5]([CH2:8][C:9]#[N:10])[cH:6][cH:7]1>>[ClH:11].[F:1][c:2]1[cH:3][cH:4][c:5]([CH2:8][C:9](=[NH:10])[O:14][CH2:13][CH3:12])[cH:6][cH:7]1. Procedure: Prepared according to the procedure described in Example 1, Step 4, using the following starting materials: (3-bromo-5-chloro-phenyl)-acetic acid methyl ester and 2-formyl-5-methoxyphenylboronic acid. Product: COC(CC=1C=C(C=C(C1)Cl)C1=C(C=CC(=C1)OC)C=O)=O ((5-Chloro-2′-formyl-5′-methoxy-biphenyl-3-yl)-acetic acid methyl ester). RXN SMILES: [CH3:1][O:2][C:3](=[O:13])[CH2:4][C:5]1[CH:10]=[C:9]([Cl:11])[CH:8]=[C:7](Br)[CH:6]=1.[CH:14]([C:16]1[CH:21]=[CH:20][C:19]([O:22][CH3:23])=[CH:18][C:17]=1B(O)O)=[O:15]>>[CH3:1][O:2][C:3](=[O:13])[CH2:4][C:5]1[CH:6]=[C:7]([C:21]2[CH:20]=[C:19]([O:22][CH3:23])[CH:18]=[CH:17][C:16]=2[CH:14]=[O:15])[CH:8]=[C:9]([Cl:11])[CH:10]=1. Starting materials: COC(CC1=CC(=CC(=C1)Cl)Br)=O ((3-bromo-5-chloro-phenyl)-acetic acid methyl ester), C(=O)C1=C(C=C(C=C1)OC)B(O)O (2-formyl-5-methoxyphenylboronic acid).